The task is: describe an organic reaction: reactants, conditions, products, and yield. This data is from the Open Reaction Database (ORD), a public repository of structured organic reaction records. The reactants are C(C)(C)(C)OC(CC1(C(N(C(C=2N1C=CC2)=O)CC2=C(C=C(C=C2)Br)F)=O)C(=O)OCC)=O (2-(4-bromo-2-fluorobenzyl)-4-ethoxycarbonyl-1,3-dioxo-1,2,3,4-tetrahydropyrrolo[1,2-a]pyrazine-4-acetic acid tert-butyl ester), FC(C(=O)O)(F)F (trifluoroacetic acid). The solvent is ClCCl (dichloromethane). Product: BrC1=CC(=C(CN2C(C=3N(C(C2=O)(CC(=O)O)C(=O)OCC)C=CC3)=O)C=C1)F (2-(4-bromo-2-fluorobenzyl)-4-ethoxycarbonyl-1,3-dioxo-1,2,3,4-tetrahydropyrrolo[1,2-a]pyrazine-4-acetic acid). Isolated yield 83.5%. As a reaction SMILES: C([O:5][C:6](=[O:33])[CH2:7][C:8]1([C:28]([O:30][CH2:31][CH3:32])=[O:29])[N:13]2[CH:14]=[CH:15][CH:16]=[C:12]2[C:11](=[O:17])[N:10]([CH2:18][C:19]2[CH:24]=[CH:23][C:22]([Br:25])=[CH:21][C:20]=2[F:26])[C:9]1=[O:27])(C)(C)C.FC(F)(F)C(O)=O>ClCCl>[Br:25][C:22]1[CH:23]=[CH:24][C:19]([CH2:18][N:10]2[C:9](=[O:27])[C:8]([C:28]([O:30][CH2:31][CH3:32])=[O:29])([CH2:7][C:6]([OH:33])=[O:5])[N:13]3[CH:14]=[CH:15][CH:16]=[C:12]3[C:11]2=[O:17])=[C:20]([F:26])[CH:21]=1. Procedure details: A mixture of 2-(4-bromo-2-fluorobenzyl)-4-ethoxycarbonyl-1,3-dioxo-1,2,3,4-tetrahydropyrrolo[1,2-a]pyrazine-4-acetic acid tert-butyl ester (28.7 g) and trifluoroacetic acid (125.1 g, 84.5 ml) in dichloromethane (100 ml) was refluxed for 3 hours and concentrated under reduced pressure. The residue was chromatographed on silica gel using chloroform as the eluent. Fractions containing the title compound were pooled and evaporated under reduced pressure. The residue was recrystallized from ethyl ace... The reactants are CC(C)=O, ClC(Cl)Cl, [H-], CC(C)n1nc(-c2nc(Br)c(N)nc2-c2ccccc2)ccc1=O, [Na+], O, c1cn[nH]c1. Yields the product CC(C)n1nc(-c2nc(-n3cccn3)c(N)nc2-c2ccccc2)ccc1=O. Reaction SMILES: [CH3:37][C:38](=[O:39])[CH3:40].[Cl:33][CH:34]([Cl:35])[Cl:36].[H-:2].[NH2:8][c:9]1[n:10][c:11](-[c:26]2[cH:27][cH:28][cH:29][cH:30][cH:31]2)[c:12](-[c:16]2[cH:17][cH:18][c:19](=[O:25])[n:20]([CH:22]([CH3:23])[CH3:24])[n:21]2)[n:13][c:14]1[Br:15].[Na+:1].[OH2:32].[nH:3]1[n:4][cH:5][cH:6][cH:7]1>>[n:3]1(-[c:14]2[c:9]([NH2:8])[n:10][c:11](-[c:26]3[cH:27][cH:28][cH:29][cH:30][cH:31]3)[c:12](-[c:16]3[cH:17][cH:18][c:19](=[O:25])[n:20]([CH:22]([CH3:23])[CH3:24])[n:21]3)[n:13]2)[n:4][cH:5][cH:6][cH:7]1. Starting materials: [F-].[K+] (KF), ClC1=CC=C(C=O)C=C1 (4-Chlorobenzaldehyde), C1(=CC=CC=C1)B(O)O (phenylboronic acid), Pd(OAc)2 Ph5FcP(t-Bu)2. The solvent is C1CCOC1 (THF). Yields the product C(=O)C1=CC=C(C=C1)C1=CC=CC=C1 (4-formyl-1,1′-biphenyl). Isolated yield 96.8%. RXN SMILES: Cl[C:2]1[CH:9]=[CH:8][C:5]([CH:6]=[O:7])=[CH:4][CH:3]=1.[C:10]1(B(O)O)[CH:15]=[CH:14][CH:13]=[CH:12][CH:11]=1.[F-].[K+]>C1COCC1>[CH:6]([C:5]1[CH:8]=[CH:9][C:2]([C:10]2[CH:15]=[CH:14][CH:13]=[CH:12][CH:11]=2)=[CH:3][CH:4]=1)=[O:7] |f:2.3|. Reported procedure: 4-Chlorobenzaldehyde (144 mg, 1.02 mmol) reacted with phenylboronic acid (185 mg, 1.36 mmol) using 1/2 mol % of Pd(OAc)2/Ph5FcP(t-Bu)2 and KF (178 mg, 3.18 mmol) in THF at 50° C. to give the title compound (180 mg, 96%) as a colorless oil: 1H-NMR (400 MHz, CDCl3): δ 8.05 (s, 1H), 7.96 (d, 2H, J=8.32 Hz), 7.76 (d, 2H, J=8.22 Hz), 7.65 (d, 2H, J=7.08 Hz), 7.52-7.14 (m, 3H). 13C{1H}-NMR (100 MHz, CDCl3): δ 191.88, 147.10, 139.62, 135.11, 130.21, 128.96, 128.42, 127.61, 127.30. GC/MS(EI): m/z 182 (M... The reactants are O=C(O)C(Br)Cc1ccccc1, CN(C)CCN(C)C, Cc1ccccc1. Yields the product O=C(O)C=Cc1ccccc1. Reaction SMILES: [Br:1][CH:2]([C:3](=[O:4])[OH:5])[CH2:6][c:7]1[cH:8][cH:9][cH:10][cH:11][cH:12]1.[CH3:13][N:14]([CH3:15])[CH2:16][CH2:17][N:18]([CH3:19])[CH3:20].[CH3:21][c:22]1[cH:23][cH:24][cH:25][cH:26][cH:27]1>>[CH:2]([C:3](=[O:4])[OH:5])=[CH:6][c:7]1[cH:8][cH:9][cH:10][cH:11][cH:12]1. Reactants: CC=1C=C(C=CC1)O (3-methylphenol), ClCCCO (3-chloropropan-1-ol), [OH-].[Na+] (sodium hydroxide). The product is CC=1C=C(OCCCO)C=CC1 (3-(3-Methylphenoxy)propan-1-ol). Isolated yield 87.2%. As a reaction SMILES: [CH3:1][C:2]1[CH:3]=[C:4]([OH:8])[CH:5]=[CH:6][CH:7]=1.Cl[CH2:10][CH2:11][CH2:12][OH:13].[OH-].[Na+]>>[CH3:1][C:2]1[CH:3]=[C:4]([CH:5]=[CH:6][CH:7]=1)[O:8][CH2:10][CH2:11][CH2:12][OH:13] |f:2.3|. Reported procedure: A stirred solution of 25 grams (0.23 mole) of 3-methylphenol and 18.8 grams (0.20 mole) of 3-chloropropan-1-ol in 100 mL of aqueous 10% sodium hydroxide was heated at reflux for about 40 minutes. After this time, the reaction mixture was cooled to ambient temperature and extracted with three 100 mL portions of diethyl ether. The combined extracts were then washed with three 50 mL portions of an aqueous dilute sodium hydroxide solution and dried with sodium sulfate. The mixture was filtered and t... Reactants: O=C([O-])[O-], C1CCOC1, OB(O)c1cc(Cl)cc(Cl)c1, C=CC(F)(F)F, [K+], [K+], Cl[Pd]Cl, c1ccc(P(c2ccccc2)c2ccccc2)cc1, c1ccc(P(c2ccccc2)c2ccccc2)cc1. Yields the product C=C(c1cc(Cl)cc(Cl)c1)C(F)(F)F. Reaction SMILES: [C:7](=[O:8])([O-:9])[O-:10].[CH2:24]1[O:25][CH2:26][CH2:27][CH2:28]1.[Cl:13][c:14]1[cH:15][c:16]([B:21]([OH:22])[OH:23])[cH:17][c:18]([Cl:20])[cH:19]1.[F:1][C:2]([CH:3]=[CH2:4])([F:5])[F:6].[K+:11].[K+:12].[Pd:29]([Cl:30])[Cl:31].[c:32]1([P:33]([c:34]2[cH:35][cH:36][cH:37][cH:38][cH:39]2)[c:40]2[cH:41][cH:42][cH:43][cH:44][cH:45]2)[cH:46][cH:47][cH:48][cH:49][cH:50]1.[c:51]1([P:52]([c:53]2[cH:54][cH:55][cH:56][cH:57][cH:58]2)[c:59]2[cH:60][cH:61][cH:62][cH:63][cH:64]2)[cH:65][cH:66][cH:67][cH:68][cH:69]1>>[F:1][C:2]([C:3](=[CH2:4])[c:16]1[cH:15][c:14]([Cl:13])[cH:19][c:18]([Cl:20])[cH:17]1)([F:5])[F:6]. Run in CCOC(=O)C (EtOAc). As a reaction SMILES: [H-].[Al+3].[Li+].[H-].[H-].[H-].[NH2:7][C:8]1([C:20](O)=[O:21])[C:17]2[C:12](=[CH:13][C:14]([O:18][CH3:19])=[CH:15][CH:16]=2)[CH2:11][CH2:10][CH2:9]1>CCOC(C)=O>[NH2:7][C:8]1([CH2:20][OH:21])[C:17]2[C:12](=[CH:13][C:14]([O:18][CH3:19])=[CH:15][CH:16]=2)[CH2:11][CH2:10][CH2:9]1 |f:0.1.2.3.4.5|. The yield is 83.3%. The reactants are [H-].[Al+3].[Li+].[H-].[H-].[H-] (lithium aluminum hydride), NC1(CCCC2=CC(=CC=C12)OC)C(=O)O (1-amino-1,2,3,4-tetrahydro-6-methoxy-1-naphthalenecarboxylic acid). Reported procedure: To a suspension of 172 mg (0.00452 mol) of lithium aluminum hydride in 6 mL of THY at 0° C. was added portion-wise 500 mg (0.00226 mol) of the product of Step B. The mixture was refluxed overnight. EtOAc was carefully added to quench excess hydride and 50% aqueous NaOH added. The mixture was extracted with EtOAc and the EtOAc extract washed with brine. It was dried (MgSO4) and concentrated to give an oil which solidified on standing to give 390 mg of a tan solid: mp 89°-95.6° C. 1H NMR (DMSO-d6)... Yields the product NC1(CCCC2=CC(=CC=C12)OC)CO (1-amino-1,2,3,4-tetrahydro-6-methoxy-1-naphthalenemethanol).